Dataset: the Open Reaction Database (ORD), a public repository of structured organic reaction records. Task: describe an organic reaction: reactants, conditions, products, and yield The reactants are C=CC1=CC=CC=C1 (Styrene), C(CC)(=O)[O-].[K+] (potassium propionate), manganic acetate, Mn(C2H3O2)3.2H2O. Reagents/catalysts: [Mn+3] (Mn+3). Solvent: C(CC)(=O)O (propionic acid). Yields the product CC1C(=O)OC(C1)C1=CC=CC=C1 (alpha-methyl-gamma-phenyl butyrolactone). The yield is 50.0%. Reaction SMILES: [CH2:1]=[CH:2][C:3]1[CH:8]=[CH:7][CH:6]=[CH:5][CH:4]=1.[C:9]([O-:13])(=[O:12])[CH2:10][CH3:11].[K+]>C(O)(=O)CC.[Mn+3]>[CH3:11][CH:10]1[CH2:1][CH:2]([C:3]2[CH:8]=[CH:7][CH:6]=[CH:5][CH:4]=2)[O:13][C:9]1=[O:12] |f:1.2|. Procedure: Styrene in an amount of 2.1 grams and 11.65 grams of manganic acetate, Mn(C2H3O2)3.2H2O, comprising two equivalents of Mn+3 based on titration value, were refluxed under nitrogen in 200 milliliters of propionic acid containing 20 grams of potassium propionate. In less than an hour, a 50% yield of alpha-methyl-gamma-phenyl butyrolactone was obtained. As a reaction SMILES: [S:1]([O:5][CH2:6][C@@H:7]([OH:16])[C@H:8]([OH:15])[C@H:9]([OH:14])[C@@H:10]([OH:13])[CH:11]=[O:12])([OH:4])(=[O:3])=[O:2].[O:17]=[CH:18][C@@H:19]([C@H:21]([C@@H:23]([C@@H:25]([C:27]([OH:29])=[O:28])[OH:26])[OH:24])[OH:22])[OH:20].CN(C)C.C([O-])(O)=O.[Na+]>CN(C=O)C>[S:1]([OH:5])([OH:4])(=[O:3])=[O:2].[O:17]=[CH:18][C@@H:19]([C@H:21]([C@@H:23]([C@@H:25]([C:27]([OH:29])=[O:28])[OH:26])[OH:24])[OH:22])[OH:20].[O:5]=[CH:6][C@@H:7]([C@H:8]([C@H:9]([C@@H:10]([CH2:11][OH:12])[OH:13])[OH:14])[OH:15])[OH:16].[S:1]([O:5][S:1]([O-:4])(=[O:3])=[O:2])([O-:4])(=[O:3])=[O:2] |f:3.4,6.7,8.9|. Yields the product S(=O)(=O)(O)O.O=C[C@H](O)[C@@H](O)[C@H](O)[C@H](O)C(=O)O (Glucuronic acid monosulfate), O=C[C@H](O)[C@@H](O)[C@@H](O)[C@H](O)CO.S(=O)(=O)([O-])OS(=O)(=O)[O-] (Galactose disulfate). The reactants are C(=O)(O)[O-].[Na+] (NaHCO3), S(=O)(=O)(O)OC[C@H]([C@@H]([C@@H]([C@H](C=O)O)O)O)O (galactose-6-sulfate), O=C[C@H](O)[C@@H](O)[C@H](O)[C@H](O)C(=O)O (glucuronic acid), CN(C)C (trimethylamine), [3H]-glucosamine, N-Acetylglucosamine 3-sulfate, C(=O)(O)[O-].[Na+] (NaHCO3). Reported procedure: The P4 column was calibrated with carbohydrate standards that were obtained as follows. [3H] -Sialic acid was obtained by sialidase treatment (Arthrobacter ureafaciens, Calbiochem, La Jolla, Calif.) 0.3 units per ml, pH 5.5, 30 min, 37° C.) of GlyCAM-1 metabolically labeled with [3H]-glucosamine. N-Acetylglucosamine-3-sulfate (GlcNAc-3S, sodium salt) and galactose-6-sulfate (Gal-6S, sodium salt) were from Sigma. Glucuronic acid monosulfate (GlcU-S, mixture of isomers) was prepared by treatment o... The solvent is CN(C)C=O (DMF). Reactants: C1CCNC1, C=CC1=NC=C(OCc2ccccc2)C(=O)C1, CC(C)OC(C)C, C1CCOC1. Product: O=C1CC(CCN2CCCC2)=NC=C1OCc1ccccc1. As a reaction SMILES: [CH2:18]1[CH2:19][CH2:20][NH:21][CH2:22]1.[CH2:1]([c:2]1[cH:3][cH:4][cH:5][cH:6][cH:7]1)[O:8][C:9]1=[CH:14][N:13]=[C:12]([CH:15]=[CH2:16])[CH2:11][C:10]1=[O:17].[CH:28]([O:29][CH:30]([CH3:31])[CH3:32])([CH3:33])[CH3:34].[O:23]1[CH2:24][CH2:25][CH2:26][CH2:27]1>>[CH2:1]([c:2]1[cH:3][cH:4][cH:5][cH:6][cH:7]1)[O:8][C:9]1=[CH:14][N:13]=[C:12]([CH2:15][CH2:16][N:21]2[CH2:20][CH2:19][CH2:18][CH2:22]2)[CH2:11][C:10]1=[O:17].